Dataset: the Open Reaction Database (ORD), a public repository of structured organic reaction records. Task: describe an organic reaction: reactants, conditions, products, and yield The reactants are CCNC(=S)c1ccc2c(c1)N(C(C)CN(CC)CC)c1ccccc1S2, CC(=O)O, CCOC(C)=O. Yields the product CCNC(=O)c1ccc2c(c1)N(C(C)CN(CC)CC)c1ccccc1S2. Reaction SMILES: [CH2:1]([CH3:2])[N:3]([CH2:4][CH:5]([CH3:6])[N:7]1[c:8]2[cH:9][cH:10][cH:11][cH:12][c:13]2[S:14][c:15]2[cH:16][cH:17][c:18]([C:21]([NH:22][CH2:23][CH3:24])=[S:25])[cH:19][c:20]21)[CH2:26][CH3:27].[CH3:28][C:29]([OH:30])=[O:31].[CH3:32][CH2:33][O:34][C:35](=[O:36])[CH3:37]>>[CH2:1]([CH3:2])[N:3]([CH2:4][CH:5]([CH3:6])[N:7]1[c:8]2[cH:9][cH:10][cH:11][cH:12][c:13]2[S:14][c:15]2[cH:16][cH:17][c:18]([C:21]([NH:22][CH2:23][CH3:24])=[O:30])[cH:19][c:20]21)[CH2:26][CH3:27]. The reactants are CC1=NC2=C(N1C1CC3CCC(C1)N3CCC3(CCN(CC3)C(C(=O)O)C3=CC=CC=C3)C3=CC=CC=C3)C=CC=C2 ((4-{2-[3-(2-methyl-1H-benzimidazol-1-yl)-8-azabicyclo-[3.2.1]oct-8-yl]ethyl}-4-phenylpiperidin-1-yl)(phenyl)acetic acid), C[Si](C)(C)C=[N+]=[N-] ((trimethylsilyl)diazomethane). Solvent: CO (methanol). Run at time 30 minute. Yields the product COC(C(C1=CC=CC=C1)N1CCC(CC1)(C1=CC=CC=C1)CCN1C2CC(CC1CC2)N2C(=NC1=C2C=CC=C1)C)=O (methyl(4-{2-[3-(2-methyl-1H-benzimidazol-1-yl)-8-azabicyclo[3.2.1]oct-8-yl]ethyl}-4-phenylpiperidin-1-yl)(phenyl)acetate). Yield: 81.0%. Reaction SMILES: [CH3:1][C:2]1[N:6]([CH:7]2[CH2:13][CH:12]3[N:14]([CH2:15][CH2:16][C:17]4([C:33]5[CH:38]=[CH:37][CH:36]=[CH:35][CH:34]=5)[CH2:22][CH2:21][N:20]([CH:23]([C:27]5[CH:32]=[CH:31][CH:30]=[CH:29][CH:28]=5)[C:24]([OH:26])=[O:25])[CH2:19][CH2:18]4)[CH:9]([CH2:10][CH2:11]3)[CH2:8]2)[C:5]2[CH:39]=[CH:40][CH:41]=[CH:42][C:4]=2[N:3]=1.[CH3:43][Si](C=[N+]=[N-])(C)C>CO>[CH3:43][O:25][C:24](=[O:26])[CH:23]([N:20]1[CH2:21][CH2:22][C:17]([CH2:16][CH2:15][N:14]2[CH:12]3[CH2:11][CH2:10][CH:9]2[CH2:8][CH:7]([N:6]2[C:5]4[CH:39]=[CH:40][CH:41]=[CH:42][C:4]=4[N:3]=[C:2]2[CH3:1])[CH2:13]3)([C:33]2[CH:34]=[CH:35][CH:36]=[CH:37][CH:38]=2)[CH2:18][CH2:19]1)[C:27]1[CH:28]=[CH:29][CH:30]=[CH:31][CH:32]=1. Procedure: To a stirred solution of (4-{2-[3-(2-methyl-1H-benzimidazol-1-yl)-8-azabicyclo-[3.2.1]oct-8-yl]ethyl}-4-phenylpiperidin-1-yl)(phenyl)acetic acid (prepared above) (12 mg, 0.02 mmol) in methanol (2 mL) was added (trimethylsilyl)diazomethane (100 μL, 2.0 M in hexans). The reaction mixture was stirred for 30 minutes at room temperature. After evaporation of the solvents, the residue was purified by flash chromatography, eluting with a gradient of 0-10% methanol in ethyl acetate, to afford an oil (10... Reactants: O=c1[nH]c(=O)n(C2OC(CO)C(OCc3ccccc3)C2(O)Cc2ccccc2)cc1Br, C1CCCCC1, CN(C)C=O, C(=NC1CCCCC1)=NC1CCCCC1, CCCCCCCCCCCCCCCCC(S)C(=O)O. Yields the product CCCCCCCCCCCCCCCCC(S)C(=O)OCC1OC(n2cc(Br)c(=O)[nH]c2=O)C(O)(Cc2ccccc2)C1OCc1ccccc1. As a reaction SMILES: [CH2:1]([c:2]1[cH:3][cH:4][cH:5][cH:6][cH:7]1)[C:8]1([OH:32])[CH:9]([n:23]2[c:24](=[O:25])[nH:26][c:27](=[O:28])[c:29]([Br:31])[cH:30]2)[O:10][CH:11]([CH2:21][OH:22])[CH:12]1[O:13][CH2:14][c:15]1[cH:16][cH:17][cH:18][cH:19][cH:20]1.[CH2:74]1[CH2:75][CH2:76][CH2:77][CH2:78][CH2:79]1.[CH3:54][N:55]([CH3:56])[CH:57]=[O:58].[CH:59]1([N:60]=[C:61]=[N:62][CH:63]2[CH2:64][CH2:65][CH2:66][CH2:67][CH2:68]2)[CH2:69][CH2:70][CH2:71][CH2:72][CH2:73]1.[SH:33][CH:34]([C:35](=[O:36])[OH:37])[CH2:38][CH2:39][CH2:40][CH2:41][CH2:42][CH2:43][CH2:44][CH2:45][CH2:46][CH2:47][CH2:48][CH2:49][CH2:50][CH2:51][CH2:52][CH3:53]>>[CH2:1]([c:2]1[cH:3][cH:4][cH:5][cH:6][cH:7]1)[C:8]1([OH:32])[CH:9]([n:23]2[c:24](=[O:25])[nH:26][c:27](=[O:28])[c:29]([Br:31])[cH:30]2)[O:10][CH:11]([CH2:21][O:22][C:35]([CH:34]([SH:33])[CH2:38][CH2:39][CH2:40][CH2:41][CH2:42][CH2:43][CH2:44][CH2:45][CH2:46][CH2:47][CH2:48][CH2:49][CH2:50][CH2:51][CH2:52][CH3:53])=[O:36])[CH:12]1[O:13][CH2:14][c:15]1[cH:16][cH:17][cH:18][cH:19][cH:20]1. Starting materials: C(C)(C)(C)OC(NCC1=NC=C(C2=CC(=CC(=C12)OC)OC)NC(=S)N)=O ((6,8-dimethoxy-4-thioureido-isoquinolin-1-ylmethyl)carbamic acid tert-butyl ester), BrCC(C(=O)OCC)=O (ethyl bromopyruvate), [O-]S(=O)(=O)[O-].[Mg+2] (MgSO4). Run in CC(=O)C (acetone). Conditions: temperature 60 celsius, time 3 hour. The product is C(C)OC(=O)C=1N=C(SC1)NC1=CN=C(C2=C(C=C(C=C12)OC)OC)CNC(=O)OC(C)(C)C (2-[1-(tert-butoxycarbonylamino-methyl)-6,8-dimethoxy-isoquinolin-4-ylamino]thiazole-4-carboxylic acid ethyl ester). Isolated yield 42.1%. Reaction SMILES: [C:1]([O:5][C:6](=[O:27])[NH:7][CH2:8][C:9]1[C:18]2[C:13](=[CH:14][C:15]([O:21][CH3:22])=[CH:16][C:17]=2[O:19][CH3:20])[C:12]([NH:23][C:24]([NH2:26])=[S:25])=[CH:11][N:10]=1)([CH3:4])([CH3:3])[CH3:2].Br[CH2:29][C:30](=O)[C:31]([O:33][CH2:34][CH3:35])=[O:32].[O-]S([O-])(=O)=O.[Mg+2]>CC(C)=O>[CH2:34]([O:33][C:31]([C:30]1[N:26]=[C:24]([NH:23][C:12]2[C:13]3[C:18](=[C:17]([O:19][CH3:20])[CH:16]=[C:15]([O:21][CH3:22])[CH:14]=3)[C:9]([CH2:8][NH:7][C:6]([O:5][C:1]([CH3:4])([CH3:2])[CH3:3])=[O:27])=[N:10][CH:11]=2)[S:25][CH:29]=1)=[O:32])[CH3:35] |f:2.3|. Reported procedure: To a solution of (6,8-dimethoxy-4-thioureido-isoquinolin-1-ylmethyl)carbamic acid tert-butyl ester (62 mg, 0.158 mmol) and ethyl bromopyruvate (37.7 mg, 0.174 mmol) in acetone (1.6 mL) was added MgSO4 (9.5 mg, 0.079 mmol). The resulting suspension was stirred at 60° C. for 3 h. The reaction was cooled to RT and concentrated. The residue was purified by passing through a 5 g silica cartridge eluting with 2% MeOH in DCM to give 2-[1-(tert-butoxycarbonylamino-methyl)-6,8-dimethoxy-isoquinolin-4-yla... The reactants are C(CCCCCC)C1=NC=C(C=C1)C1=CC=C(C=C1)C1=CC=C(C=C1)C#N (4'-(2-heptylpyridin-5-yl)-4-cyanobiphenyl), [OH-].[Na+] (sodium hydroxide), C(COCCO)O (diethylene glycol), Cl (hydrochloric acid). Yields the product C(CCCCCC)C1=NC=C(C=C1)C1=CC=C(C=C1)C1=CC=C(C=C1)C(=O)O (4'-(2-heptylpyridin-5-yl)-4-biphenyl carboxylic acid). Procedure details: 0.5 g (1.4 mmol) of 4'-(2-heptylpyridin-5-yl)-4-cyanobiphenyl and 0.5 g of sodium hydroxide were added to 20 ml of diethylene glycol and refluxed for 12 hours. By adding 200 ml of a 3% aqueous hydrochloric acid solution to the reaction solution, crystals were precipitated, separated by filtration and dried with air. The solid was recrystallized from acetic acid, to obtain 0.5 g of 4'-(2-heptylpyridin-5-yl)-4-biphenyl carboxylic acid. The melting thereof was above 250° C. Reaction SMILES: [CH2:1]([C:8]1[CH:13]=[CH:12][C:11]([C:14]2[CH:19]=[CH:18][C:17]([C:20]3[CH:25]=[CH:24]C(C#N)=[CH:22][CH:21]=3)=[CH:16][CH:15]=2)=[CH:10][N:9]=1)[CH2:2][CH2:3][CH2:4][CH2:5][CH2:6][CH3:7].[OH-:28].[Na+].Cl.C(O)CO[CH2:34][CH2:35][OH:36]>>[CH2:1]([C:8]1[CH:13]=[CH:12][C:11]([C:14]2[CH:19]=[CH:18][C:17]([C:20]3[CH:25]=[CH:24][C:34]([C:35]([OH:36])=[O:28])=[CH:22][CH:21]=3)=[CH:16][CH:15]=2)=[CH:10][N:9]=1)[CH2:2][CH2:3][CH2:4][CH2:5][CH2:6][CH3:7] |f:1.2|. The reactants are [Li]CCCC, C1CCC(NC2CCCCC2)CC1, O=C(O)Cc1cc(C(F)(F)F)cc(C(F)(F)F)c1, CI, [Na+], C1CCOC1, O=S([O-])O. Yields the product CC(C(=O)[O-])c1cc(C(F)(F)F)cc(C(F)(F)F)c1, C1CCC([NH2+]C2CCCCC2)CC1. Reaction SMILES: [CH2:1]([Li:2])[CH2:3][CH2:4][CH3:5].[CH:31]1([NH:37][CH:38]2[CH2:39][CH2:40][CH2:41][CH2:42][CH2:43]2)[CH2:32][CH2:33][CH2:34][CH2:35][CH2:36]1.[F:6][C:7]([c:8]1[cH:9][c:10]([CH2:18][C:19](=[O:20])[OH:21])[cH:11][c:12]([C:14]([F:15])([F:16])[F:17])[cH:13]1)([F:22])[F:23].[I:24][CH3:25].[Na+:30].[O:44]1[CH2:45][CH2:46][CH2:47][CH2:48]1.[S:26](=[O:27])([OH:28])[O-:29]>>[CH3:1][CH:18]([c:10]1[cH:9][c:8]([C:7]([F:6])([F:22])[F:23])[cH:13][c:12]([C:14]([F:15])([F:16])[F:17])[cH:11]1)[C:19](=[O:20])[O-:21].[CH:31]1([NH2+:37][CH:38]2[CH2:39][CH2:40][CH2:41][CH2:42][CH2:43]2)[CH2:32][CH2:33][CH2:34][CH2:35][CH2:36]1. Starting materials: OC1CN(C1)C(=O)N1CC(CC(C1)C1=CC=C(C=C1)C(F)(F)F)C(=O)O (1-[(3-Hydroxyazetidin-1-yl)carbonyl]-5-[4-(trifluoromethyl)phenyl]piperidine-3-carboxylic acid), ON=C(N)C=1C=NC=CC1 (N′-hydroxypyridine-3-carboximidamide). The product is OC1CN(C1)C(=O)N1CC(CC(C1)C1=CC=C(C=C1)C(F)(F)F)C1=NC(=NO1)C=1C=NC=CC1 ((3-Hydroxyazetidin-1-yl) {3-[3-(pyridin-3-yl)-1,2,4-oxadiazol-5-yl]-5-[4-(trifluoromethyl)phenyl]-piperidin-1-yl}methanone). As a reaction SMILES: [OH:1][CH:2]1[CH2:5][N:4]([C:6]([N:8]2[CH2:13][CH:12]([C:14]3[CH:19]=[CH:18][C:17]([C:20]([F:23])([F:22])[F:21])=[CH:16][CH:15]=3)[CH2:11][CH:10]([C:24](O)=[O:25])[CH2:9]2)=[O:7])[CH2:3]1.O[N:28]=[C:29]([C:31]1[CH:32]=[N:33][CH:34]=[CH:35][CH:36]=1)[NH2:30]>>[OH:1][CH:2]1[CH2:3][N:4]([C:6]([N:8]2[CH2:13][CH:12]([C:14]3[CH:15]=[CH:16][C:17]([C:20]([F:22])([F:21])[F:23])=[CH:18][CH:19]=3)[CH2:11][CH:10]([C:24]3[O:25][N:30]=[C:29]([C:31]4[CH:32]=[N:33][CH:34]=[CH:35][CH:36]=4)[N:28]=3)[CH2:9]2)=[O:7])[CH2:5]1. Reported procedure: 100 mg (0.269 mmol) of 1-[(3-hydroxyazetidin-1-yl)carbonyl]-5-[4-(trifluoromethyl)phenyl]piperidine-3-carboxylic acid (Example 101A) and 40.5 mg (0.295 mmol) of N′-hydroxypyridine-3-carboximidamide were reacted according to the General Method 1. Yield: 28.8 mg (21% of theory). The reactants are C1(=CC=CC=C1)[Si](O)(O)C1=CC=CC=C1 (diphenylsilanediol), C(CCCCCCC\C=C/CCCCCCCC)O (cis-9-octadecen-1-ol), C1(=CC=CC=C1)P(C1=CC=CC=C1)C1=CC=CC=C1 (triphenylphosphine), C(C)(C)OC(=O)N=NC(=O)OC(C)C (azodicarboxylic acid diisopropyl ester). Solvent: O1CCCC1 (tetrahydrofuran). Product: C1(=CC=CC=C1)[Si](O)(OCCCCCCCC\C=C/CCCCCCCC)C1=CC=CC=C1 (Diphenyl-cis-9-octadecenyloxysilanol). As a reaction SMILES: [C:1]1([Si:7]([C:10]2[CH:15]=[CH:14][CH:13]=[CH:12][CH:11]=2)([OH:9])[OH:8])[CH:6]=[CH:5][CH:4]=[CH:3][CH:2]=1.[CH2:16](O)[CH2:17][CH2:18][CH2:19][CH2:20][CH2:21][CH2:22][CH2:23]/[CH:24]=[CH:25]\[CH2:26][CH2:27][CH2:28][CH2:29][CH2:30][CH2:31][CH2:32][CH3:33].C1(P(C2C=CC=CC=2)C2C=CC=CC=2)C=CC=CC=1.C(OC(N=NC(OC(C)C)=O)=O)(C)C>O1CCCC1>[C:1]1([Si:7]([C:10]2[CH:15]=[CH:14][CH:13]=[CH:12][CH:11]=2)([O:9][CH2:16][CH2:17][CH2:18][CH2:19][CH2:20][CH2:21][CH2:22][CH2:23]/[CH:24]=[CH:25]\[CH2:26][CH2:27][CH2:28][CH2:29][CH2:30][CH2:31][CH2:32][CH3:33])[OH:8])[CH:2]=[CH:3][CH:4]=[CH:5][CH:6]=1. Reported procedure: Diphenyl-cis-9-octadecenyloxysilanol is prepared under Mitsunobu conditions from 2 g (9.25 mmol) of diphenylsilanediol, 2.08 ml (4.62 mmol) of cis-9-octadecen-1-ol, 2.45 g (9.25 mmol) of triphenylphosphine and 1.88 ml (9.25 mmol) of azodicarboxylic acid diisopropyl ester in 40 ml of tetrahydrofuran analogously to Step 1.3, Variant a.